describe an organic reaction: reactants, conditions, products, and yield From a dataset of the Open Reaction Database (ORD), a public repository of structured organic reaction records. The reactants are CC(=O)CC (Ethyl methyl ketone), CN(C1(CCC(CC1)CC(=O)NC(CC1=CNC2=CC=CC=C12)C)C1=CC=CC=C1)C (2-(4-dimethylamino-4-phenylcyclohexyl)-N-[2-(1H-indol-3-yl)-1-methylethyl]acetamide), C(=O)(NC1CCCCC1)NC1CCCCC1 (dicyclohexylurea), solid, Cl (hydrochloric acid). The solvent is C(C)O (ethanol). Reaction conditions: temperature 40 celsius, time 1 hour. Yields the product Cl.CN(C1(CCC(CC1)CC(=O)NC(CC1=CNC2=CC=CC=C12)C)C1=CC=CC=C1)C (2-(4-Dimethylamino-4-phenylcyclohexyl)-N-[2-(1H-indol-3-yl)-1-methylethyl]acetamide hydrochloride). Isolated yield 33.0%. Reaction SMILES: CC(CC)=O.[CH3:6][N:7]([CH3:36])[C:8]1([C:30]2[CH:35]=[CH:34][CH:33]=[CH:32][CH:31]=2)[CH2:13][CH2:12][CH:11]([CH2:14][C:15]([NH:17][CH:18]([CH3:29])[CH2:19][C:20]2[C:28]3[C:23](=[CH:24][CH:25]=[CH:26][CH:27]=3)[NH:22][CH:21]=2)=[O:16])[CH2:10][CH2:9]1.C(NC1CCCCC1)(NC1CCCCC1)=O.[ClH:53]>C(O)C>[ClH:53].[CH3:36][N:7]([CH3:6])[C:8]1([C:30]2[CH:35]=[CH:34][CH:33]=[CH:32][CH:31]=2)[CH2:13][CH2:12][CH:11]([CH2:14][C:15]([NH:17][CH:18]([CH3:29])[CH2:19][C:20]2[C:28]3[C:23](=[CH:24][CH:25]=[CH:26][CH:27]=3)[NH:22][CH:21]=2)=[O:16])[CH2:10][CH2:9]1 |f:5.6|. Reported procedure: Ethyl methyl ketone (55 ml) was added to a mixture of 2-(4-dimethylamino-4-phenylcyclohexyl)-N-[2-(1H-indol-3-yl)-1-methylethyl]acetamide with dicyclohexylurea (939 mg) and the mixture was heated to 40° C. and filtered. The acetamide thereby remained as a colourless solid (327 mg, 0.78 mmol) with an m.p. of 198-200° C. It was dissolved in ethanol (20 ml), and 5 M propanolic hydrochloric acid (0.22 ml, 1.11 mmol) was added. After 2 h the reaction mixture was concentrated to 2 ml, ether (50 ml) wa... The reactants are CO (MeOH), C(#N)C=1C=C(C(=NC1)C(=O)NC=1C=CC2=C(C1)[C@@]1([C@@H](S(C(C(=N1)N(C(OC(C)(C)C)=O)C(=O)OC(C)(C)C)(C)C)(=O)=O)CCO2)CF)C (tert-butyl N-[(4aS,11bS)-10-[(5-cyano-3-methyl-pyridine-2-carbonyl)amino]-11b-(fluoromethyl)-3,3-dimethyl-4,4-dioxo-5,6-dihydro-4aH-[1]benzoxepino[4,5-b][1,4]thiazin-2-yl]-N-tert-butoxycarbonyl-carbamate), C(=O)(C(F)(F)F)O (TFA). Solvent: C(Cl)Cl (DCM), C(Cl)Cl (DCM). Run at time 30 minute. The product is NC1=N[C@]2([C@@H](S(C1(C)C)(=O)=O)CCOC1=C2C=C(C=C1)NC(C1=NC=C(C=C1C)C#N)=O)CF (N-((4aS,11bS)-2-amino-11b-(fluoromethyl)-3,3-dimethyl-4,4-dioxido-4a,5,6,11b-tetrahydro-3H-benzo[6,7]oxepino[4,5-b][1,4]thiazin-10-yl)-5-cyano-3-methylpicolinamide). The yield is 68.1%. Reaction SMILES: [C:1]([C:3]1[CH:4]=[C:5]([CH3:48])[C:6]([C:9]([NH:11][C:12]2[CH:13]=[CH:14][C:15]3[O:45][CH2:44][CH2:43][C@@H:19]4[S:20](=[O:42])(=[O:41])[C:21]([CH3:40])([CH3:39])[C:22]([N:24](C(OC(C)(C)C)=O)C(=O)OC(C)(C)C)=[N:23][C@:18]4([CH2:46][F:47])[C:16]=3[CH:17]=2)=[O:10])=[N:7][CH:8]=1)#[N:2].C(O)(C(F)(F)F)=O.CO>C(Cl)Cl>[NH2:24][C:22]1[C:21]([CH3:40])([CH3:39])[S:20](=[O:41])(=[O:42])[C@H:19]2[CH2:43][CH2:44][O:45][C:15]3[CH:14]=[CH:13][C:12]([NH:11][C:9](=[O:10])[C:6]4[C:5]([CH3:48])=[CH:4][C:3]([C:1]#[N:2])=[CH:8][N:7]=4)=[CH:17][C:16]=3[C@@:18]2([CH2:46][F:47])[N:23]=1. Procedure: To a 50-mL round-bottomed flask was added tert-butyl N-[(4aS,11bS)-10-[(5-cyano-3-methyl-pyridine-2-carbonyl)amino]-11b-(fluoromethyl)-3,3-dimethyl-4,4-dioxo-5,6-dihydro-4aH-[1]benzoxepino[4,5-b][1,4]thiazin-2-yl]-N-tert-butoxycarbonyl-carbamate (129 mg, 0.188 mmol), DCM (3 mL), and TFA (2 mL). The reaction mixture stirred at RT for 30 min. The solvent was removed under vacuum. The reaction mixture was diluted with saturated aqueous NaHCO3 and extracted with DCM (3 mL) (3 times). The organic ext... Reported procedure: In a similar manner as described in Example 3, S. meliloti PY-C341K1 was cultured in a flask containing LBMCG containing 10 μg/ml of Tc for 16 hours at 30° C., and the cell suspension of the strain was prepared. A tube containing 5 ml of the reaction mixtures composed of 0, 30, and 50 μg/ml of NTG and 1.6×109 cells per ml in 50 mM Tris-HCl buffer (pH 8.0) was incubated with a reciprocal shaking (275 rpm) for 30 min at 30° C. The cells of each reaction mixture were washed twice with sterile salin... Yields the product CC1=NC=C(C(=C1O)CO)CO (pyridoxol). RXN SMILES: NCC(O)=O.[CH3:6][C:7]1[N:12]=[CH:11][C:10]([CH2:13][OH:14])=[C:9]([CH2:15][OH:16])[C:8]=1[OH:17].Cl.[NH4+].[Cl-].NC(N)=O>C(O)C(N)(CO)CO.Cl>[CH3:6][C:7]1[C:8]([OH:17])=[C:9]([CH2:15][OH:16])[C:10]([CH2:13][OH:14])=[CH:11][N:12]=1 |f:1.2,3.4,6.7|. Run at temperature 30 celsius, time 30 minute. Reactants: reaction, NCC(=O)O (glycine), CC1=C(C(=C(C=N1)CO)CO)O.Cl (vitamin B6), CC1=C(C(=C(C=N1)CO)CO)O.Cl (vitamin B6), NCC(=O)O (glycine), NCC(=O)O (glycine), NC(=O)N (urea), [NH4+].[Cl-] (NH4Cl). Solvent: C(C(CO)(CO)N)O.Cl (Tris-HCl). Reactants: ClCCl, OCc1cocc1-c1ccccc1. RXN SMILES: [CH2:14]([Cl:15])[Cl:16].[c:1]1(-[c:7]2[c:8]([CH2:12][OH:13])[cH:9][o:10][cH:11]2)[cH:2][cH:3][cH:4][cH:5][cH:6]1>>[c:1]1(-[c:7]2[c:8]([CH:12]=[O:13])[cH:9][o:10][cH:11]2)[cH:2][cH:3][cH:4][cH:5][cH:6]1. Product: O=Cc1cocc1-c1ccccc1. The reactants are CN(C)C=O, CN1CCCC1, CCO, Cl, Cl, NC1CNC1, Nc1nc(-n2cc(C(=O)O)c(=O)c3cc(F)c(F)c(Cl)c32)ncc1F. The product is Nc1nc(-n2cc(C(=O)O)c(=O)c3cc(F)c(N4CC(N)C4)c(Cl)c32)ncc1F. Reaction SMILES: [CH3:1][N:2]([CH3:3])[CH:4]=[O:5].[CH3:38][N:39]1[CH2:40][CH2:41][CH2:42][CH2:43]1.[CH3:44][CH2:45][OH:46].[ClH:31].[ClH:32].[NH2:33][CH:34]1[CH2:35][NH:36][CH2:37]1.[NH2:6][c:7]1[n:8][c:9](-[n:14]2[cH:15][c:16]([C:28](=[O:29])[OH:30])[c:17](=[O:27])[c:18]3[cH:19][c:20]([F:26])[c:21]([F:25])[c:22]([Cl:24])[c:23]23)[n:10][cH:11][c:12]1[F:13]>>[NH2:6][c:7]1[n:8][c:9](-[n:14]2[cH:15][c:16]([C:28](=[O:29])[OH:30])[c:17](=[O:27])[c:18]3[cH:19][c:20]([F:26])[c:21]([N:36]4[CH2:35][CH:34]([NH2:33])[CH2:37]4)[c:22]([Cl:24])[c:23]23)[n:10][cH:11][c:12]1[F:13]. The reactants are S(=O)(=O)([O-])[O-].[Na+].[Na+] (sodium sulfate), [H-].[Al+3].[Li+].[H-].[H-].[H-] (lithium aluminum hydride), C1(CC1)C(=O)N1C[C@H]([C@@H](CC1)OC1=CC=C(C=C1)F)C1=CC=CC=C1 (trans-1-cyclopropylcarbonyl-4-(4-fluorophenoxy)-3-phenylpiperidine), C(\C=C\C(=O)O)(=O)O (fumaric acid). The solvent is O1CCCC1 (tetrahydrofuran), CO.CC(=O)C (methanol acetone), CCOCC (Ether), CCOCC (ether), ice isopropanol, CCOCC (ether), C(C)O (ethanol), O1CCCC1 (tetrahydrofuran). Reaction conditions: time 2 hour. Yields the product C(\C=C\C(=O)O)(=O)O.C1(CC1)CN1C[C@H]([C@@H](CC1)OC1=CC=C(C=C1)F)C1=CC=CC=C1 (Trans-1-cyclopropylmethyl-4-(4-fluorophenoxy)-3-phenylpiperidine fumarate). Reaction SMILES: [H-].[Al+3].[Li+].[H-].[H-].[H-].[CH:7]1([C:10]([N:12]2[CH2:17][CH2:16][C@@H:15]([O:18][C:19]3[CH:24]=[CH:23][C:22]([F:25])=[CH:21][CH:20]=3)[C@H:14]([C:26]3[CH:31]=[CH:30][CH:29]=[CH:28][CH:27]=3)[CH2:13]2)=O)[CH2:9][CH2:8]1.S([O-])([O-])(=O)=O.[Na+].[Na+].[C:39]([OH:46])(=[O:45])/[CH:40]=[CH:41]/[C:42]([OH:44])=[O:43]>O1CCCC1.CO.CC(C)=O.CCOCC.C(O)C>[C:39]([OH:46])(=[O:45])/[CH:40]=[CH:41]/[C:42]([OH:44])=[O:43].[CH:7]1([CH2:10][N:12]2[CH2:17][CH2:16][C@@H:15]([O:18][C:19]3[CH:20]=[CH:21][C:22]([F:25])=[CH:23][CH:24]=3)[C@H:14]([C:26]3[CH:31]=[CH:30][CH:29]=[CH:28][CH:27]=3)[CH2:13]2)[CH2:8][CH2:9]1 |f:0.1.2.3.4.5,7.8.9,12.13,16.17|. Procedure: To a suspension of 0.79 g of lithium aluminum hydride in 60 ml of anhydrous tetrahydrofuran is added, dropwise at room temperature under nitrogen, a solution of 3.53 g of trans-1-cyclopropylcarbonyl-4-(4-fluorophenoxy)-3-phenylpiperidine in 60 ml of tetrahydrofuran. After the addition is complete the mixture is stirred at room temperature for 2 hours and cooled in ice/isopropanol to -5° C. Ether is added (60 ml), followed by cautious, dropwise addition of saturated sodium sulfate solution. The f... As a reaction SMILES: [CH2:1]([O:3][C:4](=[O:18])[CH:5]([O:15][CH2:16][CH3:17])[CH2:6][C:7]1[CH:12]=[CH:11][C:10]([OH:13])=[CH:9][C:8]=1[CH3:14])[CH3:2].Br[CH2:20][C:21]1[N:22]=[C:23]([C:27]2[CH:32]=[CH:31][C:30]([Cl:33])=[CH:29][CH:28]=2)[S:24][C:25]=1[CH3:26].C(=O)([O-])[O-].[Cs+].[Cs+].[I-].[K+]>>[CH2:1]([O:3][C:4](=[O:18])[CH:5]([O:15][CH2:16][CH3:17])[CH2:6][C:7]1[CH:12]=[CH:11][C:10]([O:13][CH2:20][C:21]2[N:22]=[C:23]([C:27]3[CH:32]=[CH:31][C:30]([Cl:33])=[CH:29][CH:28]=3)[S:24][C:25]=2[CH3:26])=[CH:9][C:8]=1[CH3:14])[CH3:2] |f:2.3.4,5.6|. Yields the product C(C)OC(C(CC1=C(C=C(C=C1)OCC=1N=C(SC1C)C1=CC=C(C=C1)Cl)C)OCC)=O ([rac]-3-{4-[2-(4-chloro-phenyl)-5-methyl-thiazol-4-ylmethoxy]-2-methyl-phenyl}-2-ethoxy-propionic acid ethyl ester). Procedure details: In analogy to the procedure described in example 14 b], [rac]-2-ethoxy-3-(4-hydroxy-2-methyl-phenyl)-propionic acid ethyl ester (example 10 b]) was reacted with 4-bromomethyl-2-(4-chloro-phenyl)-5-methyl-thiazole (JP 62178590 A2) in the presence of cesium carbonate and potassium iodide to yield [rac]-3-{4-[2-(4-chloro-phenyl)-5-methyl-thiazol-4-ylmethoxy]-2-methyl-phenyl}-2-ethoxy-propionic acid ethyl ester as light yellow crystals. Reactants: BrCC=1N=C(SC1C)C1=CC=C(C=C1)Cl (4-bromomethyl-2-(4-chloro-phenyl)-5-methyl-thiazole), C([O-])([O-])=O.[Cs+].[Cs+] (cesium carbonate), [I-].[K+] (potassium iodide), C(C)OC(C(CC1=C(C=C(C=C1)O)C)OCC)=O ([rac]-2-ethoxy-3-(4-hydroxy-2-methyl-phenyl)-propionic acid ethyl ester). Reactants: COC=1C=C(OC2=CC(=C(C(=C2)C)C(C)=O)C)C=CC1 (1-(4-(3-methoxyphenoxy)-2,6-dimethylphenyl)ethanone), [Br-].[Br-].[Br-].C(CCC)[N+](CCCC)(CCCC)CCCC.C(CCC)[N+](CCCC)(CCCC)CCCC.C(CCC)[N+](CCCC)(CCCC)CCCC (tetrabutylammoniumtribromide). Run in C(C)#N (acetonitrile). Reaction conditions: time 8 hour. Yields the product BrCC(=O)C1=C(C=C(C=C1C)OC1=CC(=CC=C1)OC)C (2-bromo-1-(4-(3-methoxyphenoxy)-2,6-dimethylphenyl)ethanone). Yield: 100.2%. As a reaction SMILES: [CH3:1][O:2][C:3]1[CH:4]=[C:5]([CH:18]=[CH:19][CH:20]=1)[O:6][C:7]1[CH:12]=[C:11]([CH3:13])[C:10]([C:14](=[O:16])[CH3:15])=[C:9]([CH3:17])[CH:8]=1.[Br-:21].[Br-].[Br-].C([N+](CCCC)(CCCC)CCCC)CCC.C([N+](CCCC)(CCCC)CCCC)CCC.C([N+](CCCC)(CCCC)CCCC)CCC>C(#N)C>[Br:21][CH2:15][C:14]([C:10]1[C:11]([CH3:13])=[CH:12][C:7]([O:6][C:5]2[CH:18]=[CH:19][CH:20]=[C:3]([O:2][CH3:1])[CH:4]=2)=[CH:8][C:9]=1[CH3:17])=[O:16] |f:1.2.3.4.5.6|. Reported procedure: To a solution of 1-(4-(3-methoxyphenoxy)-2,6-dimethylphenyl)ethanone (5.40 g, 20.0 mmol) in acetonitrile (40.0 mL) was added tetrabutylammoniumtribromide (TBABr3, 10.1 g, 21.0 mmol). The reaction was stirred at room temperature overnight. The solution was concentrated under reduced pressure, added with water, and extracted with ethyl acetate. The organic layer was washed with brine, dried over anhydrous MgSO4(s), and concentrated under reduced pressure to give 2-bromo-1-(4-(3-methoxyphenoxy)-2,6...